This data is from the Open Reaction Database (ORD), a public repository of structured organic reaction records. The task is: describe an organic reaction: reactants, conditions, products, and yield Starting materials: C(C)C1=NN=C(S1)C (5-ethyl-2-methyl-1,3,4-thiadiazole), CN1C(=NC=C1[N+](=O)[O-])C=O (1-methyl-5-nitroimidazole-2carboxaldehyde). The reagents and catalysts are [Cl-].[Cl-].[Zn+2] (ZnCl2). Solvent: C(C)(=O)O (acetic acid), C(C)(=O)O (acetic acid), C(C)(=O)OC(C)=O (acetic anhydride), C(C)(=O)OC(C)=O (acetic anhydride). Product: C(C)C=1SC(=NN1)C=CC=1N(C(=CN1)[N+](=O)[O-])C (2-ethyl-5-[2-(1-methyl-5-nitroimidazol-2-yl)-vinyl]-1,3,4-thiadiazole). As a reaction SMILES: [CH3:1][N:2]1[C:6]([N+:7]([O-:9])=[O:8])=[CH:5][N:4]=[C:3]1[CH:10]=O.[CH2:12]([C:14]1[S:18][C:17]([CH3:19])=[N:16][N:15]=1)[CH3:13]>C(O)(=O)C.C(OC(=O)C)(=O)C.[Cl-].[Cl-].[Zn+2]>[CH2:12]([C:14]1[S:18][C:17]([CH:19]=[CH:10][C:3]2[N:2]([CH3:1])[C:6]([N+:7]([O-:9])=[O:8])=[CH:5][N:4]=2)=[N:16][N:15]=1)[CH3:13] |f:4.5.6|. Procedure details: A solution of 15.5 g of 1-methyl-5-nitroimidazole-2carboxaldehyde in 50 ml of acetic acid and 25 ml of acetic anhydride is added at reflux temperature over a period of 10 hours to 12.8 g of 5-ethyl-2-methyl-1,3,4-thiadiazole and 0.5 g of ZnCl2 which have been dissolved in 100 ml of acetic acid and 50 ml of acetic anhydride. The mixture is kept at reflux temperature for a further 20 hours and the solvent is then evaporated. The residue is washed with acetone and passed through a ready-to-use sili... Reactants: COc1ccc(C(=O)N2c3ccccc3C(N(C(C)=O)c3ccc(OCC(=O)O)cc3)CC2C)cc1, COC(=O)C(C)(C)c1ccc(N(C(C)=O)C2CC(C)N(C(=O)c3ccc(OC)cc3)c3ccccc32)cc1, COC(=O)COc1ccc(Br)cc1. Product: COc1ccc(C(=O)N2c3ccccc3C(N(C(C)=O)c3ccc(C(C)(C)C(=O)O)cc3)CC2C)cc1. As a reaction SMILES: [C:39]([N:40]([CH:41]1[c:42]2[c:43]([cH:44][cH:45][cH:46][cH:47]2)[N:48]([C:49](=[O:50])[c:51]2[cH:52][cH:53][c:54]([O:55][CH3:56])[cH:57][cH:58]2)[CH:59]([CH3:60])[CH2:61]1)[c:62]1[cH:63][cH:64][c:65]([O:66][CH2:67][C:68]([OH:69])=[O:70])[cH:71][cH:72]1)(=[O:73])[CH3:74].[CH3:1][O:2][C:3]([C:4]([CH3:5])([CH3:6])[c:7]1[cH:8][cH:9][c:10]([N:13]([CH:14]2[CH2:15][CH:16]([CH3:34])[N:17]([C:24]([c:25]3[cH:26][cH:27][c:28]([O:31][CH3:32])[cH:29][cH:30]3)=[O:33])[c:18]3[cH:19][cH:20][cH:21][cH:22][c:23]32)[C:35]([CH3:36])=[O:37])[cH:11][cH:12]1)=[O:38].[CH3:75][O:76][C:77](=[O:78])[CH2:79][O:80][c:81]1[cH:82][cH:83][c:84]([Br:85])[cH:86][cH:87]1>>[O:2]=[C:3]([C:4]([CH3:5])([CH3:6])[c:7]1[cH:8][cH:9][c:10]([N:13]([CH:14]2[CH2:15][CH:16]([CH3:34])[N:17]([C:24]([c:25]3[cH:26][cH:27][c:28]([O:31][CH3:32])[cH:29][cH:30]3)=[O:33])[c:18]3[cH:19][cH:20][cH:21][cH:22][c:23]32)[C:35]([CH3:36])=[O:37])[cH:11][cH:12]1)[OH:38]. Reactants: [Li]CCCC, COB(OC)OC, CC(=O)O, COc1ccccc1F, C1CCOC1, O, OO. Yields the product COc1cccc(O)c1F. Reaction SMILES: [CH2:10]([Li:11])[CH2:12][CH2:13][CH3:14].[CH3:15][O:16][B:17]([O:18][CH3:19])[O:20][CH3:21].[CH3:22][C:23](=[O:24])[OH:25].[F:1][c:2]1[c:3]([O:8][CH3:9])[cH:4][cH:5][cH:6][cH:7]1.[O:29]1[CH2:30][CH2:31][CH2:32][CH2:33]1.[OH2:28].[OH:26][OH:27]>>[F:1][c:2]1[c:3]([O:8][CH3:9])[cH:4][cH:5][cH:6][c:7]1[OH:16]. The reactants are ClC1=CC(=C2C=NN(C2=C1)S(=O)(=O)C1=CC=CC=C1)C=1OC(=CN1)CN1CCN(CC1)C(C)C (6-chloro-4-(5-{[4-(1-methylethyl)-1-piperazinyl]methyl}-1,3-oxazol-2-yl)-1-(phenylsulfonyl)-1H-indazole), FC1=C(C=CC(=C1)F)S(=O)(=O)NC=1C(=NC=C(C1)B1OC(C(O1)(C)C)(C)C)OC (2,4-difluoro-N-[2-(methoxy)-5-(4,4,5,5-tetramethyl-1,3,2-dioxaborolan-2-yl)-3-pyridinyl]benzenesulfonamide), [O-]P(=O)([O-])[O-].[K+].[K+].[K+] (potassium phosphate tribasic), O (water). Reagents/catalysts: Cl[Pd]C1=C(C=CC=C1)C1=C(C=CC=C1)N(C)C.[C@@H]12C(C[C@@H](CC1)C2)PC2[C@H]1CC[C@@H](C2)C1 (chloro[2′-(dimethylamino)-2-biphenylyl]palladium 1(1R,4S)-bicyclo[2.2.1]hept-2-yl[(1S,4R)-bicyclo[2.2.1]hept-2-yl]phosphane). The solvent is O1CCOCC1 (1,4-dioxane). Run at temperature 120 celsius, time 3 hour. The product is FC1=C(C=CC(=C1)F)S(=O)(=O)NC=1C(=NC=C(C1)C1=CC(=C2C=NN(C2=C1)S(=O)(=O)C1=CC=CC=C1)C=1OC(=CN1)CN1CCN(CC1)C(C)C)OC (2,4-Difluoro-N-[5-[4-(5-{[4-(1-methylethyl)-1-piperazinyl]methyl}-1,3-oxazol-2-yl)-1-(phenylsulfonyl)-1H-indazol-6-yl]-2-(methyloxy)-3-pyridinyl]benzenesulfonamide). Isolated yield 26.5%. As a reaction SMILES: Cl[C:2]1[CH:10]=[C:9]2[C:5]([CH:6]=[N:7][N:8]2[S:11]([C:14]2[CH:19]=[CH:18][CH:17]=[CH:16][CH:15]=2)(=[O:13])=[O:12])=[C:4]([C:20]2[O:21][C:22]([CH2:25][N:26]3[CH2:31][CH2:30][N:29]([CH:32]([CH3:34])[CH3:33])[CH2:28][CH2:27]3)=[CH:23][N:24]=2)[CH:3]=1.[F:35][C:36]1[CH:41]=[C:40]([F:42])[CH:39]=[CH:38][C:37]=1[S:43]([NH:46][C:47]1[C:48]([O:62][CH3:63])=[N:49][CH:50]=[C:51](B2OC(C)(C)C(C)(C)O2)[CH:52]=1)(=[O:45])=[O:44].[O-]P([O-])([O-])=O.[K+].[K+].[K+].O>O1CCOCC1.Cl[Pd]C1C=CC=CC=1C1C=CC=CC=1N(C)C.[C@H]12C[C@H](CC1)CC2PC1C[C@H]2C[C@@H]1CC2>[F:35][C:36]1[CH:41]=[C:40]([F:42])[CH:39]=[CH:38][C:37]=1[S:43]([NH:46][C:47]1[C:48]([O:62][CH3:63])=[N:49][CH:50]=[C:51]([C:2]2[CH:10]=[C:9]3[C:5]([CH:6]=[N:7][N:8]3[S:11]([C:14]3[CH:19]=[CH:18][CH:17]=[CH:16][CH:15]=3)(=[O:12])=[O:13])=[C:4]([C:20]3[O:21][C:22]([CH2:25][N:26]4[CH2:27][CH2:28][N:29]([CH:32]([CH3:33])[CH3:34])[CH2:30][CH2:31]4)=[CH:23][N:24]=3)[CH:3]=2)[CH:52]=1)(=[O:45])=[O:44] |f:2.3.4.5,8.9|. Procedure details: To a solution of 6-chloro-4-(5-{[4-(1-methylethyl)-1-piperazinyl]methyl}-1,3-oxazol-2-yl)-1-(phenylsulfonyl)-1H-indazole (0.2 g, 0.40 mmol) and 2,4-difluoro-N-[2-(methoxy)-5-(4,4,5,5-tetramethyl-1,3,2-dioxaborolan-2-yl)-3-pyridinyl]benzenesulfonamide (0.222 g, 0.52 mmol) in 1,4-dioxane (2 ml) was added chloro[2′-(dimethylamino)-2-biphenylyl]palladium-1(1R,4S)-bicyclo[2.2.1]hept-2-yl[(1S,4R)-bicyclo[2.2.1]hept-2-yl]phosphane (11.2 g, 0.020 mmol), potassium phosphate tribasic (0.255 g, 1.20 mmol) ... The reactants are C1CCNCC1, CCO, O=Cc1cnn2ccc(Nc3cccc(OCCN4CCOCC4)c3)nc12, O=C1CNC(=O)N1. Product: O=C1NC(=O)C(=Cc2cnn3ccc(Nc4cccc(OCCN5CCOCC5)c4)nc23)N1. Reaction SMILES: [CH2:35]1[CH2:36][CH2:37][NH:38][CH2:39][CH2:40]1.[CH3:41][CH2:42][OH:43].[O:1]1[CH2:2][CH2:3][N:4]([CH2:7][CH2:8][O:9][c:10]2[cH:11][c:12]([NH:16][c:17]3[n:18][c:19]4[n:20]([cH:21][cH:22]3)[n:23][cH:24][c:25]4[CH:26]=[O:27])[cH:13][cH:14][cH:15]2)[CH2:5][CH2:6]1.[O:28]=[C:29]1[CH2:30][NH:31][C:32](=[O:33])[NH:34]1>>[O:1]1[CH2:2][CH2:3][N:4]([CH2:7][CH2:8][O:9][c:10]2[cH:11][c:12]([NH:16][c:17]3[n:18][c:19]4[n:20]([cH:21][cH:22]3)[n:23][cH:24][c:25]4[CH:26]=[C:30]3[C:29](=[O:28])[NH:34][C:32](=[O:33])[NH:31]3)[cH:13][cH:14][cH:15]2)[CH2:5][CH2:6]1.